From a dataset of the Open Reaction Database (ORD), a public repository of structured organic reaction records. describe an organic reaction: reactants, conditions, products, and yield The reactants are BrC1(C(C=2C(=NC(=C(C2)C2=CC=C(C=C2)Cl)C2=C(C=CC=C2)Cl)OC12CCCCC2)=O)C (3′-Bromo-7′-(2-chlorophenyl)-6′-(4-chlorophenyl)-3′-methylspiro[cyclohexane-1,2′-pyrano[2,3-b]pyridin]-4′(3′H)-one), CC(=O)O (AcOH). Reagents/catalysts: [Zn] (zinc). Solvent: CCOC(=O)C (EtOAc). Reaction conditions: time 10 minute. Product: ClC1=C(C=CC=C1)C1=C(C=C2C(=N1)OC1(C(C2=O)C)CCCCC1)C1=CC=C(C=C1)Cl (7′-(2-Chlorophenyl)-6′-(4-chlorophenyl)-3′-methylspiro[cyclohexane-1,2′-pyrano[2,3-b]pyridin]-4′(3′H)-one). RXN SMILES: Br[C:2]1([CH3:32])[C:25]2([CH2:30][CH2:29][CH2:28][CH2:27][CH2:26]2)[O:24][C:5]2=[N:6][C:7]([C:17]3[CH:22]=[CH:21][CH:20]=[CH:19][C:18]=3[Cl:23])=[C:8]([C:10]3[CH:15]=[CH:14][C:13]([Cl:16])=[CH:12][CH:11]=3)[CH:9]=[C:4]2[C:3]1=[O:31].CC(O)=O>CCOC(C)=O.[Zn]>[Cl:23][C:18]1[CH:19]=[CH:20][CH:21]=[CH:22][C:17]=1[C:7]1[N:6]=[C:5]2[O:24][C:25]3([CH2:26][CH2:27][CH2:28][CH2:29][CH2:30]3)[CH:2]([CH3:32])[C:3](=[O:31])[C:4]2=[CH:9][C:8]=1[C:10]1[CH:15]=[CH:14][C:13]([Cl:16])=[CH:12][CH:11]=1. Procedure: The product of Step B (20 mg, 0.037 mmol) was dissolved in EtOAc (1 mL) and AcOH (1 mL) and zinc (5 mg) were added. The reaction was stirred at rt for 10 min and concentrated. The residue was redissolved in CH2Cl2 and purified directly by silica gel flash chromatography gradient eluted with 0-15% EtOAc in hexane to afford the title compound. (LC-2) HPLC/MS: 452.4 (M+1), 545.4 (M+3); Rt=4.30 min. The reactants are COc1ccc(C(=O)OC(C(=O)O)(C(=O)c2ccc(OC)cc2)C(O)C(=O)O)cc1, COc1cc(C(=O)Cl)cc(OC)c1OC, CCOC(C)=O, [Na+], [Na+], O=C([O-])[O-], O, OCCC1(c2ccccc2)CCNC1. Yields the product COc1cc(C(=O)N2CCC(CCO)(c3ccccc3)C2)cc(OC)c1OC. Reaction SMILES: [C:1]([O:2][C:3]([C:4](=[O:5])[c:6]1[cH:7][cH:8][c:9]([O:10][CH3:11])[cH:12][cH:13]1)([CH:14]([C:15]([OH:16])=[O:17])[OH:18])[C:19]([OH:20])=[O:21])(=[O:22])[c:23]1[cH:24][cH:25][c:26]([O:27][CH3:28])[cH:29][cH:30]1.[CH3:51][O:52][c:53]1[cH:54][c:55]([C:56](=[O:57])[Cl:58])[cH:59][c:60]([O:64][CH3:65])[c:61]1[O:62][CH3:63].[CH3:66][CH2:67][O:68][C:69](=[O:70])[CH3:71].[Na+:45].[Na+:46].[O-:47][C:48](=[O:49])[O-:50].[OH2:72].[c:31]1([C:37]2([CH2:42][CH2:43][OH:44])[CH2:38][NH:39][CH2:40][CH2:41]2)[cH:32][cH:33][cH:34][cH:35][cH:36]1>>[c:31]1([C:37]2([CH2:42][CH2:43][OH:44])[CH2:38][N:39]([C:56]([c:55]3[cH:54][c:53]([O:52][CH3:51])[c:61]([O:62][CH3:63])[c:60]([O:64][CH3:65])[cH:59]3)=[O:57])[CH2:40][CH2:41]2)[cH:32][cH:33][cH:34][cH:35][cH:36]1. Starting materials: ( 1S ), FC(C=1C=C(C=C(C1)C(F)(F)F)[C@@H](CO)O[C@@H]1[C@H]([C@@H]2CN(C[C@H]2CC1)C(=O)OC(C)(C)C)C1=C(C=CC=C1)C)(F)F (tert-butyl (3aR,4R,5S,7aS)-5-{(1S)-1-[3,5-bis(trifluoromethyl)phenyl]-2-hydroxyethoxy}-4-(2-methylphenyl)octahydro-2H-isoindole-2-carboxylate). The solvent is Cl (HCl), O1CCOCC1 (dioxane). The product is FC(C=1C=C(C=C(C1)C(F)(F)F)[C@@H](CO)O[C@@H]1[C@H]([C@@H]2CNC[C@H]2CC1)C1=C(C=CC=C1)C)(F)F ((2S)-2-[3,5-bis(trifluoromethyl)phenyl]-2-{[(3aR,4R,5S,7aS)-4-(2-methylphenyl)octahydro-1H-isoindol-5-yl]oxy}ethanol). Reaction SMILES: [F:1][C:2]([F:41])([F:40])[C:3]1[CH:4]=[C:5]([C@H:13]([O:16][C@H:17]2[CH2:25][CH2:24][C@H:23]3[C@@H:19]([CH2:20][N:21](C(OC(C)(C)C)=O)[CH2:22]3)[C@@H:18]2[C:33]2[CH:38]=[CH:37][CH:36]=[CH:35][C:34]=2[CH3:39])[CH2:14][OH:15])[CH:6]=[C:7]([C:9]([F:12])([F:11])[F:10])[CH:8]=1>Cl.O1CCOCC1>[F:11][C:9]([F:10])([F:12])[C:7]1[CH:6]=[C:5]([C@H:13]([O:16][C@H:17]2[CH2:25][CH2:24][C@H:23]3[C@@H:19]([CH2:20][NH:21][CH2:22]3)[C@@H:18]2[C:33]2[CH:38]=[CH:37][CH:36]=[CH:35][C:34]=2[CH3:39])[CH2:14][OH:15])[CH:4]=[C:3]([C:2]([F:41])([F:40])[F:1])[CH:8]=1. Procedure details: The more polar isomer (1S) isomer of EXAMPLE 1 (tert-butyl (3aR,4R,5S,7aS)-5-{(1S)-1-[3,5-bis(trifluoromethyl)phenyl]-2-hydroxyethoxy}-4-(2-methylphenyl)octahydro-2H-isoindole-2-carboxylate, 2.0 g, 3.4 mmol) was stirred in 4 N HCl in dioxane for 1 hr. The volatiles were removed, and the residue was taken into ethyl acetate. The organic layer was separated, and the aqueous was extracted with ethyl acetate. The combined organic layers were washed consecutively with 2 N NaOH, brine, dried over MgSO... Starting materials: ClC1=C(C=CC(=C1)Cl)C(C#N)=C(C1=C(C=CC=C1)C(F)(F)F)O (α-(2,4-dichlorophenyl)-β-hydroxy-β-(2-trifluoromethylphenyl)acrylonitrile), ClC(C)Cl (dichloroethane), CS(=O)(=O)Cl (methanesulfonyl chloride). Run in C(C)N(CC)CC (triethylamine). The product is ClC1=C(C=CC(=C1)Cl)C(C#N)=C(C1=C(C=CC=C1)C(F)(F)F)OS(=O)(=O)C (α-(2,4-dichlorophenyl)-β-methylsulfonyloxy-β-(2-trifluoromethylphenyl)-acrylonitrile). RXN SMILES: [Cl:1][C:2]1[CH:7]=[C:6]([Cl:8])[CH:5]=[CH:4][C:3]=1[C:9](=[C:12]([OH:23])[C:13]1[CH:18]=[CH:17][CH:16]=[CH:15][C:14]=1[C:19]([F:22])([F:21])[F:20])[C:10]#[N:11].ClC(Cl)C.[CH3:28][S:29](Cl)(=[O:31])=[O:30]>C(N(CC)CC)C>[Cl:1][C:2]1[CH:7]=[C:6]([Cl:8])[CH:5]=[CH:4][C:3]=1[C:9](=[C:12]([O:23][S:29]([CH3:28])(=[O:31])=[O:30])[C:13]1[CH:18]=[CH:17][CH:16]=[CH:15][C:14]=1[C:19]([F:20])([F:21])[F:22])[C:10]#[N:11]. Reported procedure: 93 mg of triethylamine was added to a mixture comprising 0.30 g of α-(2,4-dichlorophenyl)-β-hydroxy-β-(2-trifluoromethylphenyl)acrylonitrile and 7 ml of dichloroethane. Then, 96 mg of methanesulfonyl chloride was added thereto, and the mixture was reacted for 17 hours at room temperature. Yields the product COc1ccc2c(c1)C(=O)N1CCCC1C=N2. Reaction SMILES: [CH2:27]1[O:28][CH2:29][CH2:30][CH2:31]1.[CH3:32][CH2:33][O:34][C:35]([CH3:36])=[O:37].[Cl:1][C:2]([Cl:3])([Cl:4])[CH2:5][O:6][C:24]([N:7]1[CH:8]([OH:25])[CH:9]2[N:10]([C:11](=[O:20])[c:12]3[c:13]1[cH:14][cH:15][c:16]([O:18][CH3:19])[cH:17]3)[CH2:21][CH2:22][CH2:23]2)=[O:26]>>[N:7]1=[CH:8][CH:9]2[N:10]([C:11](=[O:20])[c:12]3[c:13]1[cH:14][cH:15][c:16]([O:18][CH3:19])[cH:17]3)[CH2:21][CH2:22][CH2:23]2. The reactants are C1CCOC1, CCOC(C)=O, COc1ccc2c(c1)C(=O)N1CCCC1C(O)N2C(=O)OCC(Cl)(Cl)Cl. The reactants are COCCO[AlH2-]OCCOC, Cc1ccccc1, [Na+], CN(CCCc1nc2ccccc2[nH]1)C(=O)CC1(O)CC2CCC1C=C2c1cccs1. The product is CN(CCCc1nc2ccccc2[nH]1)CCC1(O)CC2CCC1C=C2c1cccs1. RXN SMILES: [CH3:2][O:3][CH2:4][CH2:5][O:6][AlH2-:7][O:8][CH2:9][CH2:10][O:11][CH3:12].[CH3:44][c:45]1[cH:46][cH:47][cH:48][cH:49][cH:50]1.[Na+:1].[nH:13]1[c:14]([CH2:22][CH2:23][CH2:24][N:25]([C:26]([CH2:27][C:28]2([OH:41])[CH:29]3[CH:30]=[C:31]([c:36]4[s:37][cH:38][cH:39][cH:40]4)[CH:32]([CH2:33]2)[CH2:34][CH2:35]3)=[O:42])[CH3:43])[n:15][c:16]2[c:17]1[cH:18][cH:19][cH:20][cH:21]2>>[nH:13]1[c:14]([CH2:22][CH2:23][CH2:24][N:25]([CH2:26][CH2:27][C:28]2([OH:41])[CH:29]3[CH:30]=[C:31]([c:36]4[s:37][cH:38][cH:39][cH:40]4)[CH:32]([CH2:33]2)[CH2:34][CH2:35]3)[CH3:43])[n:15][c:16]2[c:17]1[cH:18][cH:19][cH:20][cH:21]2. The reactants are C(C(=C)C)(=O)OC (methyl methacrylate), CC(=C)C(=O)OC1C[C@H]2CC[C@@]1(C2(C)C)C (isobornyl methacrylate), C(C(=C)C)(=O)O (methacrylic acid), N(=NC(C(=O)OC)(C)C)C(C(=O)OC)(C)C (V-601), N(=NC(C(=O)OC)(C)C)C(C(=O)OC)(C)C (V-601), N(=NC(C(=O)OC)(C)C)C(C(=O)OC)(C)C (V-601). Run in C(C)C(=O)C (methyl ethyl ketone), C(C)C(=O)C (methyl ethyl ketone), C(C)C(=O)C (methyl ethyl ketone), C(C)C(=O)C (methyl ethyl ketone). Run at temperature 75 celsius, time 2 hour. The product is C(C(=C)C)(=O)OC.CC(=C)C(=O)OC1C[C@H]2CC[C@@]1(C2(C)C)C.C(C(=C)C)(=O)O (methyl methacrylate isobornyl methacrylate methacrylic acid). RXN SMILES: [C:1]([O:6][CH3:7])(=[O:5])[C:2]([CH3:4])=[CH2:3].[CH3:8][C:9]([C:11]([O:13][CH:14]1[C@@:19]2([CH3:23])[C:20]([CH3:22])([CH3:21])[C@H:16]([CH2:17][CH2:18]2)[CH2:15]1)=[O:12])=[CH2:10].[C:24]([OH:29])(=[O:28])[C:25]([CH3:27])=[CH2:26].N(C(C)(C)C(OC)=O)=NC(C)(C)C(OC)=O>C(C(C)=O)C>[C:1]([O:6][CH3:7])(=[O:5])[C:2]([CH3:4])=[CH2:3].[CH3:10][C:9]([C:11]([O:13][CH:14]1[C@@:19]2([CH3:23])[C:20]([CH3:22])([CH3:21])[C@H:16]([CH2:17][CH2:18]2)[CH2:15]1)=[O:12])=[CH2:8].[C:24]([OH:29])(=[O:28])[C:25]([CH3:27])=[CH2:26] |f:5.6.7|. Reported procedure: 540.0 g of methyl ethyl ketone was introduced into a 2-L three-necked flask equipped with a mechanical stirrer, a thermometer, a reflux cooling tube and a nitrogen gas inlet tube, and the temperature of the content was raised to 75° C. While the temperature inside the reaction vessel was maintained at 75° C., a mixed solution containing 216.0 g of methyl methacrylate, 270.0 g of isobornyl methacrylate, 54.0 g of methacrylic acid, 108 g of methyl ethyl ketone, and 2.16 g of “V-601” (trade name, m... The reactants are C(C1=CC=CC=C1)N1C(CCC2=C(C=CC(=C12)O)C=C1C(NC(S1)=O)=O)=O (5-(1-benzyl-8-hydroxy-2-oxo-1,2,3,4-tetrahydroquinolin-5-ylmethylidene)thiazolidine-2,4-dione). Reagents/catalysts: [C].[Pd] (palladium carbon). The solvent is CN(C)C=O (DMF). Conditions: time 2 hour. Product: C(C1=CC=CC=C1)N1C(CCC2=C(C=CC(=C12)O)CC1C(NC(S1)=O)=O)=O (5-(1-benzyl-8-hydroxy-2-oxo-1,2,3,4-tetrahydroquinolin-5-ylmethyl)thiazolidine-2,4-dione). The yield is 85.9%. As a reaction SMILES: [CH2:1]([N:8]1[C:17]2[C:12](=[C:13]([CH:19]=[C:20]3[S:24][C:23](=[O:25])[NH:22][C:21]3=[O:26])[CH:14]=[CH:15][C:16]=2[OH:18])[CH2:11][CH2:10][C:9]1=[O:27])[C:2]1[CH:7]=[CH:6][CH:5]=[CH:4][CH:3]=1>[C].[Pd].CN(C=O)C>[CH2:1]([N:8]1[C:17]2[C:12](=[C:13]([CH2:19][CH:20]3[S:24][C:23](=[O:25])[NH:22][C:21]3=[O:26])[CH:14]=[CH:15][C:16]=2[OH:18])[CH2:11][CH2:10][C:9]1=[O:27])[C:2]1[CH:7]=[CH:6][CH:5]=[CH:4][CH:3]=1 |f:1.2|. Procedure details: 2.2 g of 10% palladium carbon was added to a DMF solution (20 ml) of 2.2 g of 5-(1-benzyl-8-hydroxy-2-oxo-1,2,3,4-tetrahydroquinolin-5-ylmethylidene)thiazolidine-2,4-dione, and the mixture was subjected to catalytic reduction at room temperature for 2 hours. The catalyst was removed by filtration, and the filtrate was concentrated. The residue was dissolved in ethyl acetate, washed with water and saturated sodium chloride solution, and concentrated. The residue was purified by silica gel column ... Starting materials: CC#N, COc1cc2c(cc1OC)CN(C(=O)OC(C)(C)C)C(C(=O)N1CCCC1C#N)C2, O=C(O)C(F)(F)F. The product is COc1cc2c(cc1OC)CC(C(=O)N1CCCC1C#N)NC2. Reaction SMILES: [CH3:38][C:39]#[N:40].[CH3:8][C:9]([O:10][C:11](=[O:12])[N:15]1[CH2:16][c:17]2[cH:18][c:19]([O:36][CH3:37])[c:20]([O:34][CH3:35])[cH:21][c:22]2[CH2:23][CH:24]1[C:25](=[O:26])[N:27]1[CH:28]([C:32]#[N:33])[CH2:29][CH2:30][CH2:31]1)([CH3:13])[CH3:14].[OH:1][C:2]([C:3]([F:4])([F:5])[F:6])=[O:7]>>[NH:15]1[CH2:16][c:17]2[cH:18][c:19]([O:36][CH3:37])[c:20]([O:34][CH3:35])[cH:21][c:22]2[CH2:23][CH:24]1[C:25](=[O:26])[N:27]1[CH:28]([C:32]#[N:33])[CH2:29][CH2:30][CH2:31]1. Reactants: Cl (hydrochloric acid), [Al+3].[Cl-].[Cl-].[Cl-] (AlCl3), ice water, CC1(CCC(C2=CC(=CC=C12)C)(C)C)C (1,1,4,4,6-pentamethyl-1,2,3,4-tetrahydronaphthalene), [Al+3].[Cl-].[Cl-].[Cl-] (AlCl3), C(C)(=O)Cl (acetyl chloride). Reaction conditions: time 30 minute. Run in C(C)(=O)OCC (ethyl acetate), C(Cl)Cl (DCM). Procedure: To a 250 ml three-necked round bottomed flask fitted with a magnetic stirring bar and a reflux condenser containing acetyl chloride (2.3 g, 29.7 mmol) and 50 ml of DCM was added 1,1,4,4,6-pentamethyl-1,2,3,4-tetrahydronaphthalene 1b (5 g, 24.8 mmol) followed by slow addition (ca. 0.5 g portions) of AlCl3 (7.5 g, 56.2 mmol). The brown mixture was stirred for 30 min and then heated at reflux for 15 min. Additional AlCl3 (1-2 g) was necessary to effect the completion of the reaction. The cooled rea... The product is CC=1C(=CC=2C(CCC(C2C1)(C)C)(C)C)C(C)=O (1-(3,5,5,8,8-pentamethyl-5,6,7,8-tetrahydronaphthalene-2-yl)ethanone). Yield: 87.6%. Reaction SMILES: [C:1](Cl)(=[O:3])[CH3:2].[CH3:5][C:6]1([CH3:19])[C:15]2[C:10](=[CH:11][C:12]([CH3:16])=[CH:13][CH:14]=2)[C:9]([CH3:18])([CH3:17])[CH2:8][CH2:7]1.[Al+3].[Cl-].[Cl-].[Cl-].Cl>C(OCC)(=O)C.C(Cl)Cl>[CH3:16][C:12]1[C:13]([C:1](=[O:3])[CH3:2])=[CH:14][C:15]2[C:6]([CH3:19])([CH3:5])[CH2:7][CH2:8][C:9]([CH3:18])([CH3:17])[C:10]=2[CH:11]=1 |f:2.3.4.5|.